From a dataset of the Open Reaction Database (ORD), a public repository of structured organic reaction records. describe an organic reaction: reactants, conditions, products, and yield Starting materials: C1(=CC=CC=C1)N1CCN(CC1)CCN (4-phenylpiperazin-1-ylethylamine), C(C)(C)(C)N1N=C(C=C1C1=CC=C(C=C1)C)C=O (1-t-butyl-5-(4-methylphenyl)pyrazole-3-carbaldehyde). The product is C(C)(C)(C)N1N=C(C=C1C1=CC=C(C=C1)C)CNCCN1CCN(CC1)C1=CC=CC=C1 (1-t-butyl-5-(4-methylphenyl)-3-[2-(4-phenylpiperazin-1-yl)ethyl]aminomethylpyrazole). The yield is 80.0%. As a reaction SMILES: [C:1]1([N:7]2[CH2:12][CH2:11][N:10]([CH2:13][CH2:14][NH2:15])[CH2:9][CH2:8]2)[CH:6]=[CH:5][CH:4]=[CH:3][CH:2]=1.[C:16]([N:20]1[C:24]([C:25]2[CH:30]=[CH:29][C:28]([CH3:31])=[CH:27][CH:26]=2)=[CH:23][C:22]([CH:32]=O)=[N:21]1)([CH3:19])([CH3:18])[CH3:17]>>[C:16]([N:20]1[C:24]([C:25]2[CH:26]=[CH:27][C:28]([CH3:31])=[CH:29][CH:30]=2)=[CH:23][C:22]([CH2:32][NH:15][CH2:14][CH2:13][N:10]2[CH2:9][CH2:8][N:7]([C:1]3[CH:2]=[CH:3][CH:4]=[CH:5][CH:6]=3)[CH2:12][CH2:11]2)=[N:21]1)([CH3:19])([CH3:18])[CH3:17]. Procedure: Compound 10 was prepared using the same method as that of Example 1 except that 4-phenylpiperazin-1-ylethylamine and 1-t-butyl-5-(4-methylphenyl)pyrazole-3-carbaldehyde were used. The reactants are C1(=CC=C(C=C1)C(=O)O)C1=CC=CC=C1 (biphenyl-4-carboxylic acid), C(C(=O)Cl)(=O)Cl (oxalyl chloride). Solvent: CN(C)C=O (DMF), C(Cl)Cl (CH2Cl2). The product is C1(=CC=C(C=C1)C(=O)Cl)C1=CC=CC=C1 (biphenyl-4-carbonyl chloride). Yield: 46.0%. RXN SMILES: [C:1]1([C:10]2[CH:15]=[CH:14][CH:13]=[CH:12][CH:11]=2)[CH:6]=[CH:5][C:4]([C:7](O)=[O:8])=[CH:3][CH:2]=1.C(Cl)(=O)C([Cl:19])=O>C(Cl)Cl.CN(C=O)C>[C:1]1([C:10]2[CH:15]=[CH:14][CH:13]=[CH:12][CH:11]=2)[CH:6]=[CH:5][C:4]([C:7]([Cl:19])=[O:8])=[CH:3][CH:2]=1. Procedure details: To a solution of biphenyl-4-carboxylic acid (2.1 mmol) in dry CH2Cl2 (5.3 mL) and dry DMF (1 mL), kept at 0° C. under N2, was added oxalyl chloride (0.3 mL, 3.13 mmol). The mixture was reacted 20 min at 0° C. and 2 h at room temperature, then concentrated to give crude biphenyl-4-carbonyl chloride as a light-yellow solid. An amount of his sample (2 mmol) were dissolved in dry THF (20 mL) and the resulting solution added dropwise, at 0° C., to a suspension obtained by mixing 3 (1.3 mmol), Et3N (1...